This data is from the Open Reaction Database (ORD), a public repository of structured organic reaction records. The task is: describe an organic reaction: reactants, conditions, products, and yield The reactants are CCO, Nc1cc2cc(Cl)ccc2cc1[N+](=O)[O-], O. Product: Nc1cc2ccc(Cl)cc2cc1N. Reaction SMILES: [CH3:17][CH2:18][OH:19].[NH2:1][c:2]1[cH:3][c:4]2[cH:5][c:6]([Cl:15])[cH:7][cH:8][c:9]2[cH:10][c:11]1[N+:12]([O-:13])=[O:14].[OH2:16]>>[NH2:1][c:2]1[cH:3][c:4]2[cH:5][c:6]([Cl:15])[cH:7][cH:8][c:9]2[cH:10][c:11]1[NH2:12]. Reactants: CC(CC(=O)OCC)(CCC)C (Ethyl 3,3-dimethylhexanoate), [OH-].[Na+] (sodium hydroxide). Run in C(C)O (ethyl alcohol). Run at time 24 hour. Yields the product CC(CC(=O)O)(CCC)C (3,3-dimethylhexanoic acid). Yield: 94.9%. Reaction SMILES: [CH3:1][C:2]([CH3:12])([CH2:9][CH2:10][CH3:11])[CH2:3][C:4]([O:6]CC)=[O:5].[OH-].[Na+]>C(O)C>[CH3:1][C:2]([CH3:12])([CH2:9][CH2:10][CH3:11])[CH2:3][C:4]([OH:6])=[O:5] |f:1.2|. Reported procedure: Ethyl 3,3-dimethylhexanoate (from above) (280 g, 1.63 mol), ethyl alcohol (400 mL) and aqueous sodium hydroxide solution (98 g, 2.45 mol, in 200 mL of water) were added to a 2-L round flask equipped with a stirring bar. The solution was then heated to refluxing temperature and stirred for 24 hours. After the reaction was finished, most of the solvents were removed by evaporation. The residue was taken up in 500 mL of ice water. It was then acidified to pH=3 with HCl (10%, w. ˜500 mL). The mixtur...